From a dataset of the Open Reaction Database (ORD), a public repository of structured organic reaction records. describe an organic reaction: reactants, conditions, products, and yield Procedure details: The title compound (154 mg) was prepared from 4-bromoaniline (150 mg, 0.87 mmol) and 2-chloro-5-methoxyphenyl boronic acid (211 mg, 1.13 mmol) as a colourless viscous liquid. The yield is 75.7%. Product: ClC1=C(C=C(C=C1)OC)C1=CC=C(C=C1)N (2′-chloro-5′-methoxybiphenyl-4-amine). As a reaction SMILES: Br[C:2]1[CH:8]=[CH:7][C:5]([NH2:6])=[CH:4][CH:3]=1.[Cl:9][C:10]1[CH:15]=[CH:14][C:13]([O:16][CH3:17])=[CH:12][C:11]=1B(O)O>>[Cl:9][C:10]1[CH:15]=[CH:14][C:13]([O:16][CH3:17])=[CH:12][C:11]=1[C:2]1[CH:8]=[CH:7][C:5]([NH2:6])=[CH:4][CH:3]=1. Reactants: BrC1=CC=C(N)C=C1 (4-bromoaniline), ClC1=C(C=C(C=C1)OC)B(O)O (2-chloro-5-methoxyphenyl boronic acid). Reactants: O1C(=NC2=C1C=CC=C2)C(OC)=N (Methyl benzoxazole-2-imidate), C(NN)(=O)OCC (ethyl carbazate). Solvent: O1CCOCC1 (dioxane). The product is N1C(NN=C1C=1OC2=C(N1)C=CC=C2)=O (2-(1,3,4-triazole-2-(1H,3H)-one-5-yl)-benzoxazole). Reaction SMILES: [O:1]1[C:5]2[CH:6]=[CH:7][CH:8]=[CH:9][C:4]=2[N:3]=[C:2]1[C:10](=[NH:13])OC.[C:14](OCC)(=[O:17])[NH:15][NH2:16]>O1CCOCC1>[NH:13]1[C:10]([C:2]2[O:1][C:5]3[CH:6]=[CH:7][CH:8]=[CH:9][C:4]=3[N:3]=2)=[N:16][NH:15][C:14]1=[O:17]. Reported procedure: Methyl benzoxazole-2-imidate, 8.0 g. and 5.2 g. of ethyl carbazate in 60 ml. of dioxane was heated at 110° overnight. After evaporation of solvent, the residue was suspended in 45 ml. of Dowtherm A and heated at 220° for 15 minutes. The precipitated product was filtered, washed with CH2Cl2, CH3OH, and dried to give 3.6 g. of solid, mp. >300°. The reactants are C(C1=CC=CC=C1)(=O)OC(CC1=CC=CC=C1)P(=O)(O[C@H](C(=O)N1[C@H](C(=O)OCC2=CC=CC=C2)CCC1)CCCCNC(=O)OCC1=CC=CC=C1)O (1-[(S)-2-[[[1-(Benzoyloxy)-2-phenylethyl]hydroxyphosphinyl]oxy]-1-oxo-6-[[(phenylmethoxy)carbonyl]amino]hexyl]-L-proline, phenylmethyl ester), ClCCC(C(=O)[O-])(C)C (chloromethylpivalate), ClCCC(C(=O)[O-])(C)C (chloromethylpivalate), C([O-])([O-])=O.[K+].[K+] (potassium carbonate). Solvent: CN(C=O)C (dimethylformamide), C(C)(=O)OCC (ethyl acetate). Run at time 8 hour. The product is N1[C@H](C(=O)OCC2=CC=CC=C2)CCC1 (L-proline, phenylmethyl ester). Reaction SMILES: C(OC(P(O)(O[C@@H](CCCCNC(OCC1C=CC=CC=1)=O)C([N:24]1[CH2:38][CH2:37][CH2:36][C@H:25]1[C:26]([O:28][CH2:29][C:30]1[CH:35]=[CH:34][CH:33]=[CH:32][CH:31]=1)=[O:27])=O)=O)CC1C=CC=CC=1)(=O)C1C=CC=CC=1.ClCCC(C)(C)C([O-])=O.C(=O)([O-])[O-].[K+].[K+]>CN(C)C=O.C(OCC)(=O)C>[NH:24]1[CH2:38][CH2:37][CH2:36][C@H:25]1[C:26]([O:28][CH2:29][C:30]1[CH:31]=[CH:32][CH:33]=[CH:34][CH:35]=1)=[O:27] |f:2.3.4|. Reported procedure: 1-[(S)-2-[[[1-(Benzoyloxy)-2-phenylethyl]hydroxyphosphinyl]oxy]-1-oxo-6-[[(phenylmethoxy)carbonyl]amino]hexyl]-L-proline, phenylmethyl ester from Example 5(d) is suspended in dry dimethylformamide and treated with chloromethylpivalate. After several hours, additional chloromethylpivalate and anhydrous potassium carbonate are added and the resulting mixture is stirred overnight. The mixture is then diluted with ethyl acetate and washed successively with water, 5% potassium bisulfate, saturated so... Starting materials: N1CCOCC1 (morpholine), FC=1C=C(C2=C(C(C=C(O2)C2=CC(=C(C=C2)NC(C(C)(C)C)=O)F)=O)C1NCCCOS(=O)(=O)C)F (6,8-difluoro-2-(3-fluoro-4-pivaloylaminophenyl)-5-(3-methanesulfonyloxypropylamino)-4H-1-benzopyran-4-one), O (Water). Solvent: CN(C=O)C (dimethylformamide). Conditions: temperature 50 celsius, time 22 hour. The product is FC=1C=C(C2=C(C(C=C(O2)C2=CC(=C(C=C2)NC(C(C)(C)C)=O)F)=O)C1NCCCN1CCOCC1)F (6,8-difluoro-2-(3-fluoro-4-pivaloylaminophenyl)-5-(3-morpholinopropylamino)-4H-1-benzopyran-4-one). The yield is 87.1%. Reaction SMILES: [F:1][C:2]1[CH:3]=[C:4]([F:36])[C:5]2[O:10][C:9]([C:11]3[CH:16]=[CH:15][C:14]([NH:17][C:18](=[O:23])[C:19]([CH3:22])([CH3:21])[CH3:20])=[C:13]([F:24])[CH:12]=3)=[CH:8][C:7](=[O:25])[C:6]=2[C:26]=1[NH:27][CH2:28][CH2:29][CH2:30]OS(C)(=O)=O.[NH:37]1[CH2:42][CH2:41][O:40][CH2:39][CH2:38]1.O>CN(C)C=O>[F:1][C:2]1[CH:3]=[C:4]([F:36])[C:5]2[O:10][C:9]([C:11]3[CH:16]=[CH:15][C:14]([NH:17][C:18](=[O:23])[C:19]([CH3:22])([CH3:20])[CH3:21])=[C:13]([F:24])[CH:12]=3)=[CH:8][C:7](=[O:25])[C:6]=2[C:26]=1[NH:27][CH2:28][CH2:29][CH2:30][N:37]1[CH2:42][CH2:41][O:40][CH2:39][CH2:38]1. Procedure details: 607 mg (1.16 mmol) of 6,8-difluoro-2-(3-fluoro-4-pivaloylaminophenyl)-5-(3-methanesulfonyloxypropylamino)-4H-1-benzopyran-4-one obtained in Example 129 (2) was dissolved in 30 mL of dimethylformamide under argon atmosphere, 1.00 mL (11.6 mmol) of morpholine was added and the mixture was stirred at 50° C. for 22 hours. Water was added to the reaction solution and the mixture was extracted twice with ethyl acetate. The organic layer was washed once with water and once with an aqueous saturated sol... Reactants: ClC1=CC=C(C=C1)CC(=O)Cl (4-chlorophenylacetylchloride), S(=O)(=O)([O-])[O-].[Na+].[Na+] (sodium sulfate), aqueous solution, [OH-].[Na+] (sodium hydroxide), S(=O)(=O)(O)O.C(C)NC(=N)N (ethylguanidine sulfate). Solvent: CC(=O)C (acetone), CC(=O)C (acetone). Reaction conditions: time 2 hour. Product: ClC1=CC=C(C=C1)CC(=O)NC(=N)NCC (1-(4-chlorophenylacetyl)-3-ethylguanidine). Isolated yield 50.3%. As a reaction SMILES: [OH-].[Na+].S(O)(O)(=O)=O.[CH2:8]([NH:10][C:11]([NH2:13])=[NH:12])[CH3:9].S([O-])([O-])(=O)=O.[Na+].[Na+].[Cl:21][C:22]1[CH:27]=[CH:26][C:25]([CH2:28][C:29](Cl)=[O:30])=[CH:24][CH:23]=1>CC(C)=O>[Cl:21][C:22]1[CH:27]=[CH:26][C:25]([CH2:28][C:29]([NH:13][C:11]([NH:10][CH2:8][CH3:9])=[NH:12])=[O:30])=[CH:24][CH:23]=1 |f:0.1,2.3,4.5.6|. Reported procedure: A mixture of a 50% aqueous solution of sodium hydroxide (8.80 g), ethylguanidine sulfate (14.98 g), and 100 ml of acetone is stirred for 21/2 hrs at RT. The reaction mixture is treated with anhydrous sodium sulfate (6.0 g) and stirred for 1 hr. A solution of 4-chlorophenylacetylchloride (9.45 g) in 50 ml acetone is added to the reaction mixture dropwise and the mixture stirred overnight. The mixture is filtered, and the filtrate diluted with 100 ml of saturated aqueous sodium bicarbonate and the... Starting materials: NC1=NC(=CC(=N1)C1=CC=C2C(=NNC2=C1)NC(C)=O)N (N-[6-(2,6-diamino-4-pyrimidinyl)-1H-indazol-3-yl]acetamide), Cl (HCl). The solvent is CO (CH3OH). Run at temperature 60 celsius, time 8 hour. Yields the product NC1=NNC2=CC(=CC=C12)C1=CC(=NC(=N1)N)N (6-(3-Amino-1H-indazol-6-yl)-2,4-pyrimidinediamine). Isolated yield 10.0%. As a reaction SMILES: [NH2:1][C:2]1[N:7]=[C:6]([C:8]2[CH:16]=[C:15]3[C:11]([C:12]([NH:17]C(=O)C)=[N:13][NH:14]3)=[CH:10][CH:9]=2)[CH:5]=[C:4]([NH2:21])[N:3]=1.Cl>CO>[NH2:17][C:12]1[C:11]2[C:15](=[CH:16][C:8]([C:6]3[N:7]=[C:2]([NH2:1])[N:3]=[C:4]([NH2:21])[CH:5]=3)=[CH:9][CH:10]=2)[NH:14][N:13]=1. Procedure: In a 100 mL flask under argon were combined N-[6-(2,6-diamino-4-pyrimidinyl)-1H-indazol-3-yl]acetamide (0.083 g, 0.29 mmol) and HCl (0.28 mL, 9.4 mmol, 12 M) in CH3OH (20 mL). The reaction mixture was stirred at 60° C. for 8 hours and then cooled to room temperature overnight. The mixture was concentrated and the resulting yellow solid was dissolved in water (3 mL). NaOH (1M) was added to the solution until the pH was 12. The precipitated solid was filtered, washed with water, and dried under va... Starting materials: C1(=CC=CC=C1)C1=CC=C(C=C1)O (p-phenylphenol), C(Br)C1CO1 (epibromohydrin), C([O-])([O-])=O.[K+].[K+] (potassium carbonate). The solvent is CC(CC)=O (2-butanone). Run at temperature 30 celsius, time 16 hour. Product: C(C1CO1)OC1=CC=C(C=C1)C1=CC=CC=C1 (p-phenylphenol glycidyl ether). RXN SMILES: [C:1]1([C:7]2[CH:12]=[CH:11][C:10]([OH:13])=[CH:9][CH:8]=2)[CH:6]=[CH:5][CH:4]=[CH:3][CH:2]=1.[CH2:14]([CH:16]1[O:18][CH2:17]1)Br.C(=O)([O-])[O-].[K+].[K+]>CC(=O)CC>[CH2:14]([O:13][C:10]1[CH:9]=[CH:8][C:7]([C:1]2[CH:2]=[CH:3][CH:4]=[CH:5][CH:6]=2)=[CH:12][CH:11]=1)[CH:16]1[O:18][CH2:17]1 |f:2.3.4|. Reported procedure: 4.7 g of p-phenylphenol, 15.1 g of epibromohydrin, 13.6 g of potassium carbonate and 33.3 g of 2-butanone were introduced into a three-necked flask with reflux condenser and stirrer at 30° C. The mixture was heated to 70° C. and stirred for 16 hours. After filtration, the filtrate was freed from low-boiling components in a rotary evaporator. After addition of 2×30 ml of 2-butanone and redistillation, p-phenylphenol glycidyl ether was obtained as a crystalline solid having a melting range of 96-9...